Dataset: the Open Reaction Database (ORD), a public repository of structured organic reaction records. Task: describe an organic reaction: reactants, conditions, products, and yield Starting materials: CN1CCNCC1 (1-methylpiperazine), CN1CCNCC1 (1-methylpiperazine), ClC1=CC=CC2=C1NC1=C(NC2=O)C=CC=C1 (4-chloro-11-oxo-10,11-dihydro-5H-dibenzo[b,e][1,4]diazepine), N (ammonia), C1(=CC=CC=C1)OC (anisole). Reagents/catalysts: [Ti](Cl)(Cl)(Cl)Cl (titanium tetrachloride). Solvent: C1(=CC=CC=C1)C (toluene), C1(=CC=CC=C1)C (toluene), C(C)(C)O (Isopropanol), C1(=CC=CC=C1)C (toluene). Conditions: temperature 60 celsius. Product: ClC1=CC=CC2=C1NC1=C(N=C2N2CCN(CC2)C)C=CC=C1 (4-Chloro-11-(4-methyl-1-piperazinyl)-5H-dibenzo[b,e][1,4]diazepine). Reaction SMILES: C1(OC)C=CC=CC=1.[CH3:9][N:10]1[CH2:15][CH2:14][NH:13][CH2:12][CH2:11]1.[Cl:16][C:17]1[C:22]2[NH:23][C:24]3[CH:32]=[CH:31][CH:30]=[CH:29][C:25]=3[NH:26][C:27](=O)[C:21]=2[CH:20]=[CH:19][CH:18]=1.N>C1(C)C=CC=CC=1.[Ti](Cl)(Cl)(Cl)Cl.C(O)(C)C>[Cl:16][C:17]1[C:22]2[NH:23][C:24]3[CH:32]=[CH:31][CH:30]=[CH:29][C:25]=3[N:26]=[C:27]([N:13]3[CH2:14][CH2:15][N:10]([CH3:9])[CH2:11][CH2:12]3)[C:21]=2[CH:20]=[CH:19][CH:18]=1. Reported procedure: To a stirred solution of anisole (0.40 mL, 3.68 mmol) in dry toluene (2.00 mL) was added titanium tetrachloride (0.24 mL, 2.18 mmol) at room temperature under argon. The mixture was then treated with 1-methylpiperazine (1.04 mL, 0.94 g, 9.40 mmol) and 4-chloro-11-oxo-10,11-dihydro-5H-dibenzo[b,e][1,4]diazepine (0.49 g, 2.00 mmol) (Giani et al, supra) and diluted with toluene (1.00 mL). After more 1-methylpiperazine (0.60 mL, 0.54 g, 5.40 mmol) was added, toluene (8.00 mL) was added and the resul... Reaction conditions: time 20 hour. Yields the product C(C=CC1=CC=CC=C1)(=O)OC(C)C (Isopropyl cinnamate). The yield is 49.0%. RXN SMILES: [CH:1](=[O:10])[CH:2]=[CH:3][C:4]1[CH:9]=[CH:8][CH:7]=[CH:6][CH:5]=1.[CH:11]([OH:14])([CH3:13])[CH3:12]>>[C:1]([O:14][CH:11]([CH3:13])[CH3:12])(=[O:10])[CH:2]=[CH:3][C:4]1[CH:9]=[CH:8][CH:7]=[CH:6][CH:5]=1. Reported procedure: A homogeneous mixture containing cinnamaldehyde (7.5 mmol), Chloronil (22.5 mmol), isopropanol (10 mL) is taken in a round bottom flask and catalytic amount of silica gel (0.1 g) is added to it. The mixture is stirred for 20 hrs at room temperature. After completion of the reaction (observed by TLC and by GC analysis), the reaction mixture is filtered and washed with ethylacetate (5 ml×2). Concentrate the filtrate under reduced pressure and the crude product thus obtained is loaded on a neutral ... Reactants: C(C=CC1=CC=CC=C1)=O (cinnamaldehyde), C(C)(C)O (isopropanol). Starting materials: C(C)(=O)OC1=CC2=C(OC(=CO2)C(=O)OCC)C=C1 (Ethyl 6-acetoxy-1,4-benzodioxin-2-carboxylate), COC1=CC2=C(OC(=CO2)C(=O)OCC)C=C1 (ethyl 6-methoxy- 1,4-benzodioxin-2-carboxylate). Yields the product OC1=CC2=C(OC(=CO2)C(=O)OCC)C=C1 (Ethyl 6-hydroxy-1,4-benzodioxin-2-carboxylate). RXN SMILES: C([O:4][C:5]1[CH:19]=[CH:18][C:8]2[O:9][C:10]([C:13]([O:15][CH2:16][CH3:17])=[O:14])=[CH:11][O:12][C:7]=2[CH:6]=1)(=O)C.COC1C=CC2OC(C(OCC)=O)=COC=2C=1>>[OH:4][C:5]1[CH:19]=[CH:18][C:8]2[O:9][C:10]([C:13]([O:15][CH2:16][CH3:17])=[O:14])=[CH:11][O:12][C:7]=2[CH:6]=1. Reported procedure: The compound of Example 7 is obtained by repeating Stages A, B, C, D, E, F and G of Example 1 starting from ethyl 6-methoxy- 1,4-benzodioxin-2-carboxylate. Reactants: OC1=C(C=O)C=CC(=C1)OCCCCCCCC (2-hydroxy-4-octyloxy-benzaldehyde), Cl.NO (hydroxylamine hydrochloride), ( M ). Run in CCO (EtOH). Run at time 2 hour. Product: OC1=C(C=NO)C=CC(=C1)OCCCCCCCC (2-Hydroxy-4-octyloxy-benzaldehyde oxime). Reaction SMILES: [OH:1][C:2]1[CH:9]=[C:8]([O:10][CH2:11][CH2:12][CH2:13][CH2:14][CH2:15][CH2:16][CH2:17][CH3:18])[CH:7]=[CH:6][C:3]=1[CH:4]=O.Cl.[NH2:20][OH:21]>CCO>[OH:1][C:2]1[CH:9]=[C:8]([O:10][CH2:11][CH2:12][CH2:13][CH2:14][CH2:15][CH2:16][CH2:17][CH3:18])[CH:7]=[CH:6][C:3]=1[CH:4]=[N:20][OH:21] |f:1.2|. Procedure details: To a solution of 2-hydroxy-4-octyloxy-benzaldehyde (3.64 g; 14.5 mmol) in abs. EtOH (30 mL) was added hydroxylamine hydrochloride [50% H2O (w/w)] and the slurry was stirred for 2 hours. The reaction mixture was evaporated to dryness and the resulting solid triturated in H2O (20 mL) and EtOAc/diethylether (20 mL+10 mL) to give 1.8 g (47%) as a white solid. MS (direct; EI): 265 (M). Starting materials: [BH4-], N#C[Na], O=CC1CCN(C(=O)OCc2ccccc2)CC1, CC(=O)O, CO, CC(C)(C)OC(=O)NCc1cccc(C(O)c2cc(Cl)ccc2N)c1. The product is CC(C)(C)OC(=O)NCc1cccc(C(O)c2cc(Cl)ccc2NCC2CCN(C(=O)OCc3ccccc3)CC2)c1. RXN SMILES: [BH4-:23].[C:24]([Na:25])#[N:26].[CH2:1]([c:2]1[cH:3][cH:4][cH:5][cH:6][cH:7]1)[O:8][C:9](=[O:10])[N:11]1[CH2:12][CH2:13][CH:14]([CH:17]=[O:18])[CH2:15][CH2:16]1.[CH3:19][C:20](=[O:21])[OH:22].[CH3:52][OH:53].[NH2:27][c:28]1[c:29]([CH:30]([c:31]2[cH:32][c:33]([CH2:37][NH:38][C:39](=[O:40])[O:41][C:42]([CH3:43])([CH3:44])[CH3:45])[cH:34][cH:35][cH:36]2)[OH:46])[cH:47][c:48]([Cl:51])[cH:49][cH:50]1>>[CH2:1]([c:2]1[cH:3][cH:4][cH:5][cH:6][cH:7]1)[O:8][C:9](=[O:10])[N:11]1[CH2:12][CH2:13][CH:14]([CH2:17][NH:27][c:28]2[c:29]([CH:30]([c:31]3[cH:32][c:33]([CH2:37][NH:38][C:39](=[O:40])[O:41][C:42]([CH3:43])([CH3:44])[CH3:45])[cH:34][cH:35][cH:36]3)[OH:46])[cH:47][c:48]([Cl:51])[cH:49][cH:50]2)[CH2:15][CH2:16]1. The reactants are ClC1=C2C=C(C(=NC2=NC=C1)C)C(=O)NCC1=CC(=CC=C1)C(F)(F)F (5-Chloro-2-methyl-N-(3-(trifluoromethyl)benzyl)-1,8-naphthyridine-3-carboxamide), C[O-].[Na+] (sodium methoxide). The solvent is CO (MeOH). Product: COC1=C2C=C(C(=NC2=NC=C1)C)C(=O)NCC1=CC(=CC=C1)C(F)(F)F (5-methoxy-2-methyl-N-(3-(trifluoromethyl)benzyl)-1,8-naphthyridine-3-carboxamide). Isolated yield 78.9%. RXN SMILES: Cl[C:2]1[CH:11]=[CH:10][N:9]=[C:8]2[C:3]=1[CH:4]=[C:5]([C:13]([NH:15][CH2:16][C:17]1[CH:22]=[CH:21][CH:20]=[C:19]([C:23]([F:26])([F:25])[F:24])[CH:18]=1)=[O:14])[C:6]([CH3:12])=[N:7]2.[CH3:27][O-:28].[Na+]>CO>[CH3:27][O:28][C:2]1[CH:11]=[CH:10][N:9]=[C:8]2[C:3]=1[CH:4]=[C:5]([C:13]([NH:15][CH2:16][C:17]1[CH:22]=[CH:21][CH:20]=[C:19]([C:23]([F:26])([F:25])[F:24])[CH:18]=1)=[O:14])[C:6]([CH3:12])=[N:7]2 |f:1.2|. Procedure details: 5-Chloro-2-methyl-N-(3-(trifluoromethyl)benzyl)-1,8-naphthyridine-3-carboxamide (100 mg, 0.26 mmol) was dissolved in MeOH (10 ml) together with sodium methoxide (30 mg, 0.55 mmol) and refluxed for 18 hours. The reaction was cooled and evaporated, the residue was purified by flash chromatography using CH2Cl2/CH3OH (20:1→10:1) as eluent to give 77 mg (79%) of 5-methoxy-2-methyl-N-(3-(trifluoromethyl)benzyl)-1,8-naphthyridine-3-carboxamide as a pale mass.